This data is from the Open Reaction Database (ORD), a public repository of structured organic reaction records. The task is: describe an organic reaction: reactants, conditions, products, and yield Solvent: ClCCl (dichloromethane), C(Cl)(Cl)Cl.CCCCCC (hexane chloroform), ClCCl (dichloromethane). Conditions: time 2.5 hour. Yield: 85.9%. The product is C(C)S[C@@H]1[C@]2(C)[C@@H](CC1)[C@@H]1CCC3=CC(C=C[C@]3(C)[C@]1([C@H](C2)O)F)=O ((11β,17β)-17-(Ethylthio)-9-fluoro-11-hydroxyandrosta-1,4-dien-3-one). As a reaction SMILES: [CH2:1]([S:3][C:4]1[C@:5]2([CH2:22][C@H:21]([OH:23])[C@@:20]3([F:24])[C@@H:10]([CH2:11][CH2:12][C:13]4[C@:18]3([CH3:19])[CH:17]=[CH:16][C:15](=[O:25])[CH:14]=4)[C@@H:7]2[CH2:8][CH:9]=1)[CH3:6])[CH3:2].FC(F)(F)C(O)=O.C([SiH](CC)CC)C>ClCCl.C(Cl)(Cl)Cl.CCCCCC>[CH2:1]([S:3][C@H:4]1[CH2:9][CH2:8][C@H:7]2[C@H:10]3[C@:20]([F:24])([C@@H:21]([OH:23])[CH2:22][C@:5]12[CH3:6])[C@:18]1([CH3:19])[C:13](=[CH:14][C:15](=[O:25])[CH:16]=[CH:17]1)[CH2:12][CH2:11]3)[CH3:2] |f:4.5|. Procedure: To a homogeneous solution of 600 mg (1.66 mmole) of 17-(ethylthio)-9-fluoro-11β-hydroxyandrosta-1,4,16-trien-3-one in a mixture of dry dichloromethane (60 ml) and trifluoroacetic acid (207 mg) was added triethylsilane (230 mg) and the mixture was stirred at room temperature under a nitrogen atmosphere for 2.5 hours. Since the tlc of an aliquot showed incomplete reaction, more trifluoroacetic acid (207 mg) and triethylsilane (230 mg) were added. After 1.5 hours the starting material had disappear... The reactants are C(C)SC=1[C@]2(C)[C@@H](CC1)[C@@H]1CCC3=CC(C=C[C@]3(C)[C@]1([C@H](C2)O)F)=O (17-(ethylthio)-9-fluoro-11β-hydroxyandrosta-1,4,16-trien-3-one), FC(C(=O)O)(F)F (trifluoroacetic acid), FC(C(=O)O)(F)F (trifluoroacetic acid), C(C)[SiH](CC)CC (triethylsilane), C(C)[SiH](CC)CC (triethylsilane).